This data is from the Open Reaction Database (ORD), a public repository of structured organic reaction records. The task is: describe an organic reaction: reactants, conditions, products, and yield Starting materials: FC1=C(C=C(C=C1)OC)C(=O)C=O (2-fluoro-5-methoxyphenyl glyoxal), [OH-].[Na+] (NaOH), Cl.NCC(=O)N (glycinamide hydrochloride), [OH-].[Na+] (NaOH), C (charcoal), Cl (HCl). Run in CO (MeOH), C(Cl)Cl.CO (CH2Cl2 MeOH). Reaction conditions: time 8 hour. Product: NCC(=O)N (glycinamide), FC1=C(C=C(C=C1)OC)C=1N=CC(NC1)=O (5-(2-fluoro-5-methoxyphenyl)-pyrazin-2-one). RXN SMILES: Cl.[NH2:2][CH2:3][C:4]([NH2:6])=[O:5].[OH-].[Na+].[F:9][C:10]1[CH:15]=[CH:14][C:13]([O:16][CH3:17])=[CH:12][C:11]=1[C:18]([CH:20]=O)=O.Cl.C>CO.C(Cl)Cl.CO>[NH2:2][CH2:3][C:4]([NH2:6])=[O:5].[F:9][C:10]1[CH:15]=[CH:14][C:13]([O:16][CH3:17])=[CH:12][C:11]=1[C:18]1[N:2]=[CH:3][C:4](=[O:5])[NH:6][CH:20]=1 |f:0.1,2.3,8.9|. Procedure: An aqueous solution of glycinamide (0.027 mol, 3.03 g), which was prepared by neutralizing glycinamide hydrochloride with one equivalent of 10N NaOH, was slowly added to a stirring solution of 2-fluoro-5-methoxyphenyl glyoxal (0.027 mol, 5.42 g) in MeOH (35 mL) at 0° C. One equivalent of 10N NaOH (2.74 mL) was then added slowly to the resulting clear orange solution. After stirring overnight at room temperature the solution was acidified to pH~3 with 12N HCl and the methanol was evaporated under...